This data is from the Open Reaction Database (ORD), a public repository of structured organic reaction records. The task is: describe an organic reaction: reactants, conditions, products, and yield The reactants are 15, C1(=CC=CC=C1)C(N1CCN(CC1)CCCNC1=C(C=C(C=C1)C(F)(F)F)[N+](=O)[O-])C1=CC=CC=C1 (4-(diphenylmethyl)-N-[2-nitro-4-(trifluoromethyl)phenyl]-1-piperazinepropanamine), [H][H] (hydrogen). Reagents/catalysts: [Ni] (Raney-nickel). The solvent is CO (methanol). Yields the product C1(=CC=CC=C1)C(N1CCN(CC1)CCCNC=1C(=CC(=CC1)C(F)(F)F)N)C1=CC=CC=C1 (N1 -{3-[4-(diphenylmethyl)-1-piperazinyl]propyl}-4-(trifluoromethyl)-1,2-benzenediamine). Reaction SMILES: [C:1]1([CH:7]([C:31]2[CH:36]=[CH:35][CH:34]=[CH:33][CH:32]=2)[N:8]2[CH2:13][CH2:12][N:11]([CH2:14][CH2:15][CH2:16][NH:17][C:18]3[CH:23]=[CH:22][C:21]([C:24]([F:27])([F:26])[F:25])=[CH:20][C:19]=3[N+:28]([O-])=O)[CH2:10][CH2:9]2)[CH:6]=[CH:5][CH:4]=[CH:3][CH:2]=1.[H][H]>[Ni].CO>[C:31]1([CH:7]([C:1]2[CH:6]=[CH:5][CH:4]=[CH:3][CH:2]=2)[N:8]2[CH2:13][CH2:12][N:11]([CH2:14][CH2:15][CH2:16][NH:17][C:18]3[C:19]([NH2:28])=[CH:20][C:21]([C:24]([F:27])([F:25])[F:26])=[CH:22][CH:23]=3)[CH2:10][CH2:9]2)[CH:32]=[CH:33][CH:34]=[CH:35][CH:36]=1. Procedure details: A mixture of 15 parts of 4-(diphenylmethyl)-N-[2-nitro-4-(trifluoromethyl)phenyl]-1-piperazinepropanamine in 240 parts of methanol is hydrogenated at normal pressure and at room temperature with 2 parts of Raney-nickel catalyst. After the calculated amount of hydrogen is taken up, the catalyst is filtered off and the filtrate is evaporated, yielding N1 -{3-[4-(diphenylmethyl)-1-piperazinyl]propyl}-4-(trifluoromethyl)-1,2-benzenediamine. Starting materials: Brc1cncc(Br)c1, Cc1ccccc1, CC(C)(C)[O-], [Na+], O=C(C=Cc1ccccc1)C=Cc1ccccc1, O=C(C=Cc1ccccc1)C=Cc1ccccc1, O=C(C=Cc1ccccc1)C=Cc1ccccc1, [Pd], [Pd], CCCC(N)c1ccccc1. RXN SMILES: [Br:1][c:2]1[cH:3][n:4][cH:5][c:6]([Br:7])[cH:8]1.[CH3:26][c:27]1[cH:28][cH:29][cH:30][cH:31][cH:32]1.[CH3:9][C:10]([CH3:11])([O-:12])[CH3:13].[Na+:14].[O:35]=[C:36]([CH:37]=[CH:38][c:39]1[cH:40][cH:41][cH:42][cH:43][cH:44]1)[CH:45]=[CH:46][c:47]1[cH:48][cH:49][cH:50][cH:51][cH:52]1.[O:53]=[C:54]([CH:55]=[CH:56][c:57]1[cH:58][cH:59][cH:60][cH:61][cH:62]1)[CH:63]=[CH:64][c:65]1[cH:66][cH:67][cH:68][cH:69][cH:70]1.[O:71]=[C:72]([CH:73]=[CH:74][c:75]1[cH:76][cH:77][cH:78][cH:79][cH:80]1)[CH:81]=[CH:82][c:83]1[cH:84][cH:85][cH:86][cH:87][cH:88]1.[Pd:33].[Pd:34].[c:15]1([CH:21]([CH2:22][CH2:23][CH3:24])[NH2:25])[cH:16][cH:17][cH:18][cH:19][cH:20]1>>[c:2]1([NH:25][CH:21]([c:15]2[cH:16][cH:17][cH:18][cH:19][cH:20]2)[CH2:22][CH2:23][CH3:24])[cH:3][n:4][cH:5][c:6]([Br:7])[cH:8]1. Yields the product CCCC(Nc1cncc(Br)c1)c1ccccc1. Reactants: O (water), CI (methyl iodide), C([O-])([O-])=O.[K+].[K+] (potassium carbonate), C(C#CC)N1C(=NC=2N=C(NC(C12)=O)Cl)N1CC(CCC1)NC(OC(C)(C)C)=O (t-butyl [1-[7-(2-butynyl)-2-chloro-6-oxo-6,7-dihydro-1H-purin-8-yl]piperidin-3-yl]carbamate). Run in CS(=O)C (dimethyl sulfoxide). Conditions: time 30 minute. The product is C(C#CC)N1C(=NC=2N=C(N(C(C12)=O)C)Cl)N1CC(CCC1)NC(OC(C)(C)C)=O (t-Butyl [1-[7-(2-butynyl)-2-chloro-1-methyl-6-oxo-6,7-dihydro-1H-purin-8-yl]piperidin-3-yl]carbamate). Yield: 74.7%. As a reaction SMILES: [CH2:1]([N:5]1[C:13]2[C:12](=[O:14])[NH:11][C:10]([Cl:15])=[N:9][C:8]=2[N:7]=[C:6]1[N:16]1[CH2:21][CH2:20][CH2:19][CH:18]([NH:22][C:23](=[O:29])[O:24][C:25]([CH3:28])([CH3:27])[CH3:26])[CH2:17]1)[C:2]#[C:3][CH3:4].CI.[C:32](=O)([O-])[O-].[K+].[K+].O>CS(C)=O>[CH2:1]([N:5]1[C:13]2[C:12](=[O:14])[N:11]([CH3:32])[C:10]([Cl:15])=[N:9][C:8]=2[N:7]=[C:6]1[N:16]1[CH2:21][CH2:20][CH2:19][CH:18]([NH:22][C:23](=[O:29])[O:24][C:25]([CH3:28])([CH3:27])[CH3:26])[CH2:17]1)[C:2]#[C:3][CH3:4] |f:2.3.4|. Procedure: 700 mg of t-butyl [1-[7-(2-butynyl)-2-chloro-6-oxo-6,7-dihydro-1H-purin-8-yl]piperidin-3-yl]carbamate was dissolved in 7.0 ml of dimethyl sulfoxide, and then 114 μl of methyl iodide and 299 mg of potassium carbonate were added thereto. The mixture was stirred at room temperature for 30 minutes, and 40 ml of water was added to the reaction solution. The mixture was stirred at room temperature for 30 minutes, and the white precipitate was collected by filtration. The resulting white solid was wash... The reactants are IN1C(CCC1=O)=O (N-Iodosuccinimide), FC(C=1N=CNC(C1)=O)(F)F (4-trifluoromethylpyrimidin-6-one). Solvent: C(C)#N (acetonitrile). Conditions: time 2 hour. Yields the product IC1=C(N=CNC1=O)C(F)(F)F (5-iodo-4-trifluoromethylpyrimidin-6-one). The yield is 8.5%. RXN SMILES: [I:1]N1C(=O)CCC1=O.[F:9][C:10]([F:19])([F:18])[C:11]1[N:12]=[CH:13][NH:14][C:15](=[O:17])[CH:16]=1>C(#N)C>[I:1][C:16]1[C:15](=[O:17])[NH:14][CH:13]=[N:12][C:11]=1[C:10]([F:9])([F:18])[F:19]. Procedure: N-Iodosuccinimide (2.75 g) was added to a stirred suspension of 4-trifluoromethylpyrimidin-6-one (1 g) in dry acetonitrile (13 ml). The reaction mixture was stirred at the ambient temperature for 2 hours, and then heated under reflux for 10 hours. After cooling, removal of the solvent under reduced pressure gave a brown solid which was recrystallised from water to give 5-iodo-4-trifluoromethylpyrimidin-6-one as a pale orange solid (150 mg); Reactants: BrCCCCBr, CC(C)=O, O=C(Oc1ccc(Cl)cc1)N1CCc2cc(O)ccc21, [K+], [K+], O=C([O-])[O-], O. Yields the product O=C(Oc1ccc(Cl)cc1)N1CCc2cc(OCCCCBr)ccc21. RXN SMILES: [Br:27][CH2:28][CH2:29][CH2:30][CH2:31][Br:32].[CH3:33][C:34](=[O:35])[CH3:36].[Cl:1][c:2]1[cH:3][cH:4][c:5]([O:8][C:9](=[O:10])[N:11]2[CH2:12][CH2:13][c:14]3[cH:15][c:16]([OH:20])[cH:17][cH:18][c:19]32)[cH:6][cH:7]1.[K+:21].[K+:22].[O-:23][C:24]([O-:25])=[O:26].[OH2:37]>>[Cl:1][c:2]1[cH:3][cH:4][c:5]([O:8][C:9](=[O:10])[N:11]2[CH2:12][CH2:13][c:14]3[cH:15][c:16]([O:20][CH2:31][CH2:30][CH2:29][CH2:28][Br:27])[cH:17][cH:18][c:19]32)[cH:6][cH:7]1. The reactants are C(C1=CC=CC=C1)OCC(C)O (3-Benzyloxypropan-2-ol), [Cr](=O)(=O)([O-])Cl.[NH+]1=CC=CC=C1 (pyridinium chlorochromate). The solvent is CN(C)C=O (DMF), O (water). Run at temperature 65 celsius, time 3 hour. Product: C(C1=CC=CC=C1)OCC(C)=O (3-benzyloxypropan-2-one). Isolated yield 78.7%. RXN SMILES: [CH2:1]([O:8][CH2:9][CH:10]([OH:12])[CH3:11])[C:2]1[CH:7]=[CH:6][CH:5]=[CH:4][CH:3]=1.[Cr](Cl)([O-])(=O)=O.[NH+]1C=CC=CC=1>CN(C=O)C.O>[CH2:1]([O:8][CH2:9][C:10](=[O:12])[CH3:11])[C:2]1[CH:7]=[CH:6][CH:5]=[CH:4][CH:3]=1 |f:1.2|. Reported procedure: 3-Benzyoxypropan-2-ol 16 (40 g, 0.24 mol) was added to a suspension of pyridinium chlorochromate (155.2 g, 0.72 mol) in DMF (150 ml) at 25° C., stirred at 65° C. for 3 h, and then diluted with water (75 mL) (Step 14). The mixture was extracted with ether (2×50 mL) and the combined ether layers were washed with water (3×50 mL) dried (MgSO4) and the solvent removed by roto-evaporation. Distillation gave 31 g (77%) of 3-benzyloxypropan-2-one; 17 bp 104-106 (10 mm). 1H NMR (CDCl3) δ2.16 (s, 3H, CH3)... Starting materials: COc1ccc(-c2ccccc2)c2nc(N)nn12, [Cl-], O=C(O)c1ccc(F)cc1. Yields the product COc1ccc(-c2ccccc2)c2nc(NC(=O)c3ccc(F)cc3)nn12. Reaction SMILES: [CH3:1][O:2][c:3]1[cH:4][cH:5][c:6](-[c:13]2[cH:14][cH:15][cH:16][cH:17][cH:18]2)[c:7]2[n:8]1[n:9][c:10]([NH2:12])[n:11]2.[Cl-:19].[F:20][c:21]1[cH:22][cH:23][c:24]([C:27](=[O:28])[OH:29])[cH:25][cH:26]1>>[CH3:1][O:2][c:3]1[cH:4][cH:5][c:6](-[c:13]2[cH:14][cH:15][cH:16][cH:17][cH:18]2)[c:7]2[n:8]1[n:9][c:10]([NH:12][C:27]([c:24]1[cH:23][cH:22][c:21]([F:20])[cH:26][cH:25]1)=[O:28])[n:11]2. The reactants are RuH[(R,R)-Tsdpen], C1(C=CCCC1)=O (2-cyclohexenone), C(CC(=O)OC)(=O)OC (dimethyl malonate). Run in CC(=O)C (acetone). Run at temperature 30 celsius, time 48 hour. Product: COC(=O)C([C@@H]1CC(CCC1)=O)C(=O)OC ((S)-3-[bis(methoxycarbonyl)methyl]cyclohexanone). Yield: 69.2%. Reaction SMILES: [C:1]1(=[O:7])[CH2:6][CH2:5][CH2:4][CH:3]=[CH:2]1.[C:8]([O:15][CH3:16])(=[O:14])[CH2:9][C:10]([O:12][CH3:13])=[O:11]>CC(C)=O>[CH3:13][O:12][C:10]([CH:9]([C:8]([O:15][CH3:16])=[O:14])[C@H:3]1[CH2:4][CH2:5][CH2:6][C:1](=[O:7])[CH2:2]1)=[O:11]. Procedure: Under an atmosphere of argon, 24.0 mg (0.04 mmol, S/C=50) of RuH[(R,R)-Tsdpen] (1,3,5-trimethylbenzene), 194 μL (2.0 mmol) of 2-cyclohexenone, 229 μL (2.0 mmol) of dimethyl malonate, and 2 mL of acetone were placed in a 20 mL Schlenk tube and stirred at 30° C. for 48 hours. This solution was purified by flash column chromatography (hexane/acetone=90/10, SiO2) to give 316 mg (69% yield) of the title compound. The optical purity was measured by HPLC (CHIRALPAK AS manufactured by Daicel Chemical In... Starting materials: ClC=1C=C(C2=CC=C(C=C2C2=NC3=CC=C(C=C3C=C2)C2=NC3=C(N2C2CCCCC2)C=CC(=C3)C(=O)O)OC)C=CC1F (2-[2-(3′-chloro-4′-fluoro-4-methoxy-biphen-2-yl)-quinolin-6-yl]-1-cyclohexyl-1H-benzoimidazole-5-carboxylic acid), COC(=O)C1=CC2=C(N(C(=N2)C=2C=C3C=CC(=NC3=CC2)C2=C(C=CC(=C2)OC)Br)C2CCCCC2)C=C1 (2-[2-(2-Bromo-5-methoxy-phenyl)-quinolin-6-yl]-1-cyclohexyl-1H-benzoimidazole-5-carboxylic acid Methyl Ester), B(C=1C=CC(=CC1)C)(O)O (p-tolylboronic acid). The yield is 12.0%. RXN SMILES: Cl[C:2]1[CH:3]=[C:4]([CH:41]=[CH:42][C:43]=1F)[C:5]1[C:10]([C:11]2[CH:20]=[CH:19][C:18]3[C:13](=[CH:14][CH:15]=[C:16]([C:21]4[N:25]([CH:26]5[CH2:31][CH2:30][CH2:29][CH2:28][CH2:27]5)[C:24]5[CH:32]=[CH:33][C:34]([C:36]([OH:38])=[O:37])=[CH:35][C:23]=5[N:22]=4)[CH:17]=3)[N:12]=2)=[CH:9][C:8]([O:39][CH3:40])=[CH:7][CH:6]=1.[CH3:45]OC(C1C=CC2N(C3CCCCC3)C(C3C=C4C(=CC=3)N=C(C3C=C(OC)C=CC=3Br)C=C4)=NC=2C=1)=O.B(O)(O)C1C=CC(C)=CC=1>>[CH:26]1([N:25]2[C:24]3[CH:32]=[CH:33][C:34]([C:36]([OH:38])=[O:37])=[CH:35][C:23]=3[N:22]=[C:21]2[C:16]2[CH:17]=[C:18]3[C:13](=[CH:14][CH:15]=2)[N:12]=[C:11]([C:10]2[C:5]([C:4]4[CH:3]=[CH:2][C:43]([CH3:45])=[CH:42][CH:41]=4)=[CH:6][CH:7]=[C:8]([O:39][CH3:40])[CH:9]=2)[CH:20]=[CH:19]3)[CH2:31][CH2:30][CH2:29][CH2:28][CH2:27]1. Procedure: Following the full procedure and workup for Compound 366, Compound 365b (100 mg, 0.175 mmol) was reacted with p-tolylboronic acid (36 mg, 0.2625 mmol) to produce the title compound (12 mg, 12% yield). Product: C1(CCCCC1)N1C(=NC2=C1C=CC(=C2)C(=O)O)C=2C=C1C=CC(=NC1=CC2)C2=CC(=CC=C2C2=CC=C(C=C2)C)OC (1-cyclohexyl-2-[2-(4-methoxy-4′-methyl-biphen-2-yl)-quinolin-6-yl]-1H-benzoimidazole-5-carboxylic acid).